describe an organic reaction: reactants, conditions, products, and yield From a dataset of the Open Reaction Database (ORD), a public repository of structured organic reaction records. Starting materials: [O-]P(=O)([O-])[O-].[K+].[K+].[K+] (K3PO4), ClC1=NC=C(C(=C1)F)B1OC(C(O1)(C)C)(C)C (2-chloro-4-fluoro-5-(4,4,5,5-tetramethyl-1,3,2-dioxaborolan-2-yl)pyridine), BrC1=C(C=CC(=C1)[N+](=O)[O-])OC1=C(C=C(C=C1)F)F (2-bromo-1-(2,4-difluorophenoxy)-4-nitrobenzene), C1(CCCCC1)P(C1CCCCC1)C1CCCCC1 (tricyclohexylphosphine). Reagents/catalysts: C=1C=CC(=CC1)/C=C/C(=O)/C=C/C2=CC=CC=C2.C=1C=CC(=CC1)/C=C/C(=O)/C=C/C2=CC=CC=C2.C=1C=CC(=CC1)/C=C/C(=O)/C=C/C2=CC=CC=C2.[Pd].[Pd] (Pd2(dba)3). The solvent is O1CCOCC1 (1,4-dioxane). Reaction conditions: temperature 70 celsius. The product is ClC1=NC=C(C(=C1)F)C1=C(C=CC(=C1)[N+](=O)[O-])OC1=C(C=C(C=C1)F)F (2-chloro-5-[2-(2,4-difluorophenoxy)-5-nitrophenyl]-4-fluoropyridine). The yield is 57.3%. RXN SMILES: [Cl:1][C:2]1[CH:7]=[C:6]([F:8])[C:5](B2OC(C)(C)C(C)(C)O2)=[CH:4][N:3]=1.Br[C:19]1[CH:24]=[C:23]([N+:25]([O-:27])=[O:26])[CH:22]=[CH:21][C:20]=1[O:28][C:29]1[CH:34]=[CH:33][C:32]([F:35])=[CH:31][C:30]=1[F:36].C1(P(C2CCCCC2)C2CCCCC2)CCCCC1.[O-]P([O-])([O-])=O.[K+].[K+].[K+]>O1CCOCC1.C1C=CC(/C=C/C(/C=C/C2C=CC=CC=2)=O)=CC=1.C1C=CC(/C=C/C(/C=C/C2C=CC=CC=2)=O)=CC=1.C1C=CC(/C=C/C(/C=C/C2C=CC=CC=2)=O)=CC=1.[Pd].[Pd]>[Cl:1][C:2]1[CH:7]=[C:6]([F:8])[C:5]([C:21]2[CH:22]=[C:23]([N+:25]([O-:27])=[O:26])[CH:24]=[CH:19][C:20]=2[O:28][C:29]2[CH:34]=[CH:33][C:32]([F:35])=[CH:31][C:30]=2[F:36])=[CH:4][N:3]=1 |f:3.4.5.6,8.9.10.11.12|. Procedure details: A mixture of 2-chloro-4-fluoro-5-(4,4,5,5-tetramethyl-1,3,2-dioxaborolan-2-yl)pyridine (170 mg, 0.66 mmol), 2-bromo-1-(2,4-difluorophenoxy)-4-nitrobenzene (326 mg, 0.98 mmol), Pd2(dba)3 (30 mg, 5%), and tricyclohexylphosphine (280 mg, 10%) was suspended in 1,4-dioxane (4 mL) and aqueous 1M K3PO4 (2 mL). The mixture was heated to 70° C. using microwave irradiation (normal) for 45 min. The crude reaction mixture was filtered through a short plug of celite and the celite plug was washed with EtOAc ...